This data is from the Open Reaction Database (ORD), a public repository of structured organic reaction records. The task is: describe an organic reaction: reactants, conditions, products, and yield Starting materials: ClC1=C(C=C(C=C1)I)O (2-chloro-5-iodophenol), C([O-])([O-])=O.[K+].[K+] (potassium carbonate), BrCC(=O)OC(C)(C)C (t-butyl bromoacetate), O (water). Solvent: CN(C=O)C (dimethylformamide). Reaction conditions: time 1 hour. The product is ClC1=C(OCC(=O)OC(C)(C)C)C=C(C=C1)I (t-butyl (2-chloro-5-iodophenoxy)acetate). RXN SMILES: [Cl:1][C:2]1[CH:7]=[CH:6][C:5]([I:8])=[CH:4][C:3]=1[OH:9].C(=O)([O-])[O-].[K+].[K+].Br[CH2:17][C:18]([O:20][C:21]([CH3:24])([CH3:23])[CH3:22])=[O:19].O>CN(C)C=O>[Cl:1][C:2]1[CH:7]=[CH:6][C:5]([I:8])=[CH:4][C:3]=1[O:9][CH2:17][C:18]([O:20][C:21]([CH3:24])([CH3:23])[CH3:22])=[O:19] |f:1.2.3|. Procedure: To a solution of 2-chloro-5-iodophenol (509 mg, 2.00 mmol) in dimethylformamide were added potassium carbonate (415 mg, 3.00 mmol) and t-butyl bromoacetate (0.440 ml, 3.00 mmol) and the mixture was stirred for 1 hour at room temperature. Thereto was added water and the mixture was extracted with ethyl acetate. The organic layer was washed with 10% aqueous citric acid solution, water, an aqueous saturated sodium hydrogencarbonate solution and an aqueous saturated sodium chloride solution in the o...